Dataset: the Open Reaction Database (ORD), a public repository of structured organic reaction records. Task: describe an organic reaction: reactants, conditions, products, and yield The reactants are C=CC1=CC=CC=C1 (styrene), CC(=C)C(=O)OCCOC(=O)C(=C)C (EGDMA), CCC(C)(C#N)N=NC(C)(CC)C#N (VAZO-67), C1(CCCCC1)O (cyclohexanol), C(CCCCCCCCCCC)O (dodecylalcohol), glass, polyvinylpyrolidone. The solvent is O (water), O (water). Conditions: temperature 90 celsius, time 35 minute. Product: C[C@]12CC[C@@H]3C=4C=CC(=CC4CC[C@H]3[C@@H]1CC[C@@H]2O)OC(=O)C=5C=CC=CC5 (Estradiol Benzoate). As a reaction SMILES: [CH2:1]=[CH:2][C:3]1C=CC=CC=1.CC(C(O[CH2:15][CH2:16][O:17][C:18]([C:20]([CH3:22])=[CH2:21])=[O:19])=O)=C.[CH3:23][CH2:24]C(N=NC(C#N)(CC)C)(C#N)C.[CH:37]1(O)CCCC[CH2:38]1.[CH2:44]([OH:56])[CH2:45][CH2:46][CH2:47][CH2:48][CH2:49][CH2:50][CH2:51][CH2:52][CH2:53][CH2:54][CH3:55]>O>[CH3:37][C@@:38]12[C@@H:44]([OH:56])[CH2:45][CH2:46][C@H:47]1[C@H:48]1[C@@H:53]([C:52]3[CH:23]=[CH:24][C:16]([O:17][C:18]([C:20]4[CH:21]=[CH:1][CH:2]=[CH:3][CH:22]=4)=[O:19])=[CH:15][C:51]=3[CH2:50][CH2:49]1)[CH2:54][CH2:55]2. Procedure details: To a 500 mL glass resin keftle (equipped with water-driven condenser, air-driven agitator with Teflon® paddle, N2 sweep, and heating mantle) 100 mL water with 1.2 g polyvinylpyrolidone was charged. This suspending medium was heated to approximately 90° C. and agitation of 700 rpm was then achieved. A pre-heated glass syringe was used to dropwise add a previously mixed reaction mixture of 0.82 g MAA, 0.99 g styrene, 18.2 g EGDMA, 1.78 g EB, 0.16 g VAZO-67®, 18.71 g cyclohexanol, and 1.96 g dodecy... The reactants are CS(=O)(=O)C1=CC(=NC=C1)N1N=C(C=2C[C@@H]3[C@H](C12)C3)C(=O)O ((1aR,5aR)-2-(4-(methylsulfonyl)pyridin-2-yl)-1a,2,5,5a-tetrahydro-1H-2,3-diaza-cyclopropa[a]pentalene-4-carboxylic acid), N[C@H](CO)C(C)(C)C ((S)-2-amino-3,3-dimethylbutan-1-ol). Product: OC[C@H](C(C)(C)C)NC(=O)C=1C=2C[C@@H]3[C@H](C2N(N1)C1=NC=CC(=C1)S(=O)(=O)C)C3 ((1aR,5aR)-2-(4-Methanesulfonyl-pyridin-2-yl)-1a,2,5,5a-tetrahydro-1H-2,3-diaza-cyclopropa[a]pentalene-4-carboxylic Acid ((S)-1-Hydroxymethyl-2,2-dimethyl-propyl)-amide). Reaction SMILES: [CH3:1][S:2]([C:5]1[CH:10]=[CH:9][N:8]=[C:7]([N:11]2[C:18]3[C@@H:17]4[CH2:19][C@@H:16]4[CH2:15][C:14]=3[C:13]([C:20](O)=[O:21])=[N:12]2)[CH:6]=1)(=[O:4])=[O:3].[NH2:23][C@@H:24]([C:27]([CH3:30])([CH3:29])[CH3:28])[CH2:25][OH:26]>>[OH:26][CH2:25][C@@H:24]([NH:23][C:20]([C:13]1[C:14]2[CH2:15][C@H:16]3[CH2:19][C@H:17]3[C:18]=2[N:11]([C:7]2[CH:6]=[C:5]([S:2]([CH3:1])(=[O:3])=[O:4])[CH:10]=[CH:9][N:8]=2)[N:12]=1)=[O:21])[C:27]([CH3:30])([CH3:29])[CH3:28]. Procedure: The title compound was prepared in a manner similar to that described in Method G, using (1aR,5aR)-2-(4-(methylsulfonyl)pyridin-2-yl)-1a,2,5,5a-tetrahydro-1H-2,3-diaza-cyclopropa[a]pentalene-4-carboxylic acid and (S)-2-amino-3,3-dimethylbutan-1-ol. LCMS m/z=419.6 [M+H]+; 1H NMR (400 MHz, CDCl3) δ ppm 0.44-0.48 (m, 1H), 1.05 (s, 9H), 1.23-1.28 (m, 1H), 2.21 (t, J=5.8 Hz, 1H), 2.26-2.32 (m, 1H), 2.79-2.85 (m, 1H), 2.94 (d, J=16.8 Hz, 1H), 3.04 (dd, J=16.6 and 6.3 Hz, 1H), 3.16 (s, 3H), 3.67-3.74 (... Reaction SMILES: [CH:1]([C:3]1[CH:10]=[CH:9][C:6]([C:7]#[N:8])=[CH:5][CH:4]=1)=O.[C@@H:11]1([NH2:21])[C:20]2[C:15](=[CH:16][CH:17]=[CH:18][CH:19]=2)[CH2:14][CH2:13][CH2:12]1>>[C@@H:11]1([NH:21][CH2:1][C:3]2[CH:10]=[CH:9][C:6]([C:7]#[N:8])=[CH:5][CH:4]=2)[C:20]2[C:15](=[CH:16][CH:17]=[CH:18][CH:19]=2)[CH2:14][CH2:13][CH2:12]1. Starting materials: C(=O)C1=CC=C(C#N)C=C1 (4-Formylbenzonitrile), [C@@H]1(CCCC2=CC=CC=C12)N ((1S)-1,2,3,4-tetrahydro-1-naphthalenylamine). Reported procedure: 4-Formylbenzonitrile and (1S)-1,2,3,4-tetrahydro-1-naphthalenylamine were processed as described in Example 1A to provide the title compound. The product is [C@@H]1(CCCC2=CC=CC=C12)NCC1=CC=C(C#N)C=C1 (4-{[(1S)-1,2,3,4-tetrahydro-1-naphthalenylamino]methyl}benzonitrile).